From a dataset of the Open Reaction Database (ORD), a public repository of structured organic reaction records. describe an organic reaction: reactants, conditions, products, and yield Starting materials: O=C[C@H](O)[C@H](O)[C@H](O)CO (D-ribose), I (hydriodic acid), CC(=O)C (acetone), C([O-])(O)=O.[Na+] (sodium bicarbonate). Conditions: temperature 60 celsius, time 6 hour. Product: CC1(O[C@@H]2[C@H](OC([C@@H]2O1)O)CO)C (2,3-O-isopropylidene-D-ribofuranose). Yield: 30.0%. Reaction SMILES: [O:1]=[CH:2][C@@H:3]([C@@H:5]([C@@H:7]([CH2:9][OH:10])[OH:8])[OH:6])[OH:4].I.C(=O)(O)[O-].[Na+].[CH3:17][C:18]([CH3:20])=O>>[CH3:17][C:18]1([CH3:20])[O:4][C@@H:3]2[C@@H:5]([C@@H:7]([CH2:9][OH:10])[O:8][CH:2]2[OH:1])[O:6]1 |f:2.3|. Reported procedure: To 200 ml of acetone were added 10.0 g of D-ribose and 175 mg of hydriodic acid (57%) and the mixture was refluxed with stirring in a water bath at 60° C. for 6 hours. During this reaction, the refluxing solvent was dried with 20 g of Molecular Sieves 3A interposed between the reaction vessel and the cooling jacket. After completion of the reaction, a small amount of aqueous sodium bicarbonate was added. The acetone was then distilled off under reduced pressure, and the residue was dissolved in ... The reactants are COC(C1=C(C=C(C=C1Cl)Cl)NC(C(C)C1=CC=CC=C1)=O)=O (4,6-dichloro-2-(2-phenyl-propionyl amino)-benzoic acid methyl ester), [Li+].C[Si](C)(C)[N-][Si](C)(C)C (LiHMDS), C[Si]([N-][Si](C)(C)C)(C)C (hexamethyldisilazide), [Li]CCCC (n-BuLi). Solvent: C1CCOC1 (THF), C1CCOC1 (THF). Run at time 1 hour. The product is ClC1=C2C(C(C(NC2=CC(=C1)Cl)=O)(C1=CC=CC=C1)C)=O (5,7-dichloro-3-methyl-3-phenyl-1H-quinoline-2,4-dione). Isolated yield 77.4%. Reaction SMILES: CO[C:3](=[O:23])[C:4]1[C:9]([Cl:10])=[CH:8][C:7]([Cl:11])=[CH:6][C:5]=1[NH:12][C:13](=[O:22])[CH:14]([C:16]1[CH:21]=[CH:20][CH:19]=[CH:18][CH:17]=1)[CH3:15].[Li+].C[Si]([N-][Si](C)(C)C)(C)C.C[Si](C)(C)[N-][Si](C)(C)C.[Li]CCCC>C1COCC1>[Cl:10][C:9]1[CH:8]=[C:7]([Cl:11])[CH:6]=[C:5]2[C:4]=1[C:3](=[O:23])[C:14]([CH3:15])([C:16]1[CH:17]=[CH:18][CH:19]=[CH:20][CH:21]=1)[C:13](=[O:22])[NH:12]2 |f:1.2|. Reported procedure: To a pre-cooled (−78° C.) solution of 4,6-dichloro-2-(2-phenyl-propionyl amino)-benzoic acid methyl ester (0.82 g, 2.30 mmol) in dry THF (70 mL) was added dropwise LiHMDS [prepared by treatment of a hexamethyldisilazide (1.47 mL, 6.90 mmol) in dry THF (25 mL) with n-BuLi (3.70 mmol, 2.5M hexane solution) for 1 hour at −78° C.]. The reaction mixture was stirred for 1 hour and then refluxed overnight under a nitrogen atmosphere. After cooling to room temperature, the reaction was quenched by the a... The reactants are CC(C)n1ncnc1-c1nc2c(s1)CCOc1cc(Br)ccc1-2, CC(C)(C)OC(=O)N1CC(n2cc(B3OC(C)(C)C(C)(C)O3)cn2)C1. Product: CC(C)n1ncnc1-c1nc2c(s1)CCOc1cc(-c3cnn(C4CN(C(=O)OC(C)(C)C)C4)c3)ccc1-2. RXN SMILES: [Br:1][c:2]1[cH:3][c:4]2[c:5]([cH:22][cH:23]1)-[c:6]1[n:7][c:8](-[c:14]3[n:15]([CH:19]([CH3:20])[CH3:21])[n:16][cH:17][n:18]3)[s:9][c:10]1[CH2:11][CH2:12][O:13]2.[CH3:24][C:25]1([CH3:26])[C:27]([CH3:28])([CH3:29])[O:30][B:31]([c:32]2[cH:33][n:34][n:35]([CH:37]3[CH2:38][N:39]([C:41](=[O:42])[O:43][C:44]([CH3:45])([CH3:46])[CH3:47])[CH2:40]3)[cH:36]2)[O:48]1>>[c:2]1(-[c:32]2[cH:33][n:34][n:35]([CH:37]3[CH2:38][N:39]([C:41](=[O:42])[O:43][C:44]([CH3:45])([CH3:46])[CH3:47])[CH2:40]3)[cH:36]2)[cH:3][c:4]2[c:5]([cH:22][cH:23]1)-[c:6]1[n:7][c:8](-[c:14]3[n:15]([CH:19]([CH3:20])[CH3:21])[n:16][cH:17][n:18]3)[s:9][c:10]1[CH2:11][CH2:12][O:13]2. Starting materials: C([O-])([O-])=O.[Na+].[Na+] (Sodium carbonate), O1C(=NC2=C1C=CC=C2)C=2C(=NC=C(C2)Br)N (3-(benzoxazol-2-yl)-5-bromo-pyridin-2-amine), CN(C)CC1=CC=C(C=C1)B(O)O ([4-(dimethylaminomethyl)phenyl]boronic acid), CN(C)C=O (DMF). Reagents/catalysts: Cl[Pd]([P](C1=CC=CC=C1)(C2=CC=CC=C2)C3=CC=CC=C3)([P](C4=CC=CC=C4)(C5=CC=CC=C5)C6=CC=CC=C6)Cl (dichlorobis(triphenylphosphine)palladium). Run in COCCOC (DME), O (water), C(C)O (ethanol). Reaction conditions: temperature 160 celsius. The product is O1C(=NC2=C1C=CC=C2)C=2C(=NC=C(C2)C2=CC=C(C=C2)CN(C)C)N (3-Benzoxazol-2-yl-5-[4-(dimethylaminomethyl)phenyl]pyridin-2-amine). Isolated yield 17.7%. Reaction SMILES: C(=O)([O-])[O-].[Na+].[Na+].[O:7]1[C:11]2[CH:12]=[CH:13][CH:14]=[CH:15][C:10]=2[N:9]=[C:8]1[C:16]1[C:17]([NH2:23])=[N:18][CH:19]=[C:20](Br)[CH:21]=1.[CH3:24][N:25]([CH2:27][C:28]1[CH:33]=[CH:32][C:31](B(O)O)=[CH:30][CH:29]=1)[CH3:26].CN(C=O)C>Cl[Pd](Cl)([P](C1C=CC=CC=1)(C1C=CC=CC=1)C1C=CC=CC=1)[P](C1C=CC=CC=1)(C1C=CC=CC=1)C1C=CC=CC=1.C(O)C.O.COCCOC>[O:7]1[C:11]2[CH:12]=[CH:13][CH:14]=[CH:15][C:10]=2[N:9]=[C:8]1[C:16]1[C:17]([NH2:23])=[N:18][CH:19]=[C:20]([C:31]2[CH:32]=[CH:33][C:28]([CH2:27][N:25]([CH3:26])[CH3:24])=[CH:29][CH:30]=2)[CH:21]=1 |f:0.1.2,^1:44,63|. Procedure: 2M Sodium carbonate solution (0.4 ml) was added to a solution of 3-(benzoxazol-2-yl)-5-bromo-pyridin-2-amine (0.10 g), [4-(dimethylaminomethyl)phenyl]boronic acid (0.075 g) and dichlorobis(triphenylphosphine)palladium (II) (0.003 g) in a mixture of 2:7:3:2 DMF:DME:water:ethanol (3 ml). The reaction mixture was heated at 160° C. for 7 mins in a 100 W microwave oven. The solvent was evaporated in a Genevac and NMP (1.8 ml) was added. The mixture was filtered and purified by X bridge preparative HP... Reactants: CC1=C2C(N(C(=NC2=CC=C1)C(C)NC1=C2N=CN(C2=NC=N1)COCC[Si](C)(C)C)C1=CC(=CC=C1)C#C[Si](C)(C)C)=O (5-Methyl-2-{1-[9-(2-trimethylsilylethoxymethyl)-9H-purin-6-ylamino]ethyl}-3-(3-trimethylsilylethynylphenyl)-3H-quinazolin-4-one), Cl (HCl), CO (MeOH), compound 0.121. Yields the product C(C)(=O)C=1C=C(C=CC1)N1C(=NC2=CC=CC(=C2C1=O)C)C(C)NC1=C2N=CNC2=NC=N1 (3-(3-acetyl-phenyl)-5-methyl-2-{1-[9H-purin-6-ylamino]-ethyl}-3H-quinazolin-4-one). As a reaction SMILES: [CH3:1][C:2]1[CH:11]=[CH:10][CH:9]=[C:8]2[C:3]=1[C:4](=[O:44])[N:5]([C:32]1[CH:37]=[CH:36][CH:35]=[C:34]([C:38]#[C:39][Si](C)(C)C)[CH:33]=1)[C:6]([CH:12]([NH:14][C:15]1[N:23]=[CH:22][N:21]=[C:20]3[C:16]=1[N:17]=[CH:18][N:19]3COCC[Si](C)(C)C)[CH3:13])=[N:7]2.Cl.C[OH:47]>>[C:38]([C:34]1[CH:33]=[C:32]([N:5]2[C:4](=[O:44])[C:3]3[C:8](=[CH:9][CH:10]=[CH:11][C:2]=3[CH3:1])[N:7]=[C:6]2[CH:12]([NH:14][C:15]2[N:23]=[CH:22][N:21]=[C:20]3[C:16]=2[N:17]=[CH:18][NH:19]3)[CH3:13])[CH:37]=[CH:36][CH:35]=1)(=[O:47])[CH3:39]. Procedure details: Compound 139 was treated with 4N HCl in MeOH at 70° C. for 16 hours in accordance with the procedure described for compound 0.121 (step D). This reaction afforded compound 144, the structure of which is shown below. m/z=440 (M+H)